Dataset: the Open Reaction Database (ORD), a public repository of structured organic reaction records. Task: describe an organic reaction: reactants, conditions, products, and yield The reactants are 12.5, C(C)OC(=O)NC1=C(C(=O)OCC)C=C(C=C1)O (ethyl 2-(ethoxycarbonylamino)-5-hydroxybenzoate), N1C=C(C2=CC=CC=C12)C1CCN(CC1)CCN (4-(1H-indol-3-yl)-1-piperidineethanamine). Run at temperature 200 celsius. Yields the product 14.5, OC=1C=C2C(N(C(NC2=CC1)=O)CCN1CCC(CC1)C1=CNC2=CC=CC=C12)=O (6-hydroxy-3-[2-[4-(1H-indol-3-yl)-1-piperidinyl]ethyl]-2,4(1H,3H)-quinazolinedione). The yield is 70.0%. As a reaction SMILES: C(O[C:4]([NH:6][C:7]1[CH:17]=[CH:16][C:15]([OH:18])=[CH:14][C:8]=1[C:9]([O:11]CC)=O)=[O:5])C.[NH:19]1[C:27]2[C:22](=[CH:23][CH:24]=[CH:25][CH:26]=2)[C:21]([CH:28]2[CH2:33][CH2:32][N:31]([CH2:34][CH2:35][NH2:36])[CH2:30][CH2:29]2)=[CH:20]1>>[OH:18][C:15]1[CH:14]=[C:8]2[C:7](=[CH:17][CH:16]=1)[NH:6][C:4](=[O:5])[N:36]([CH2:35][CH2:34][N:31]1[CH2:30][CH2:29][CH:28]([C:21]3[C:22]4[C:27](=[CH:26][CH:25]=[CH:24][CH:23]=4)[NH:19][CH:20]=3)[CH2:33][CH2:32]1)[C:9]2=[O:11]. Reported procedure: A mixture of 12.5 parts of ethyl 2-(ethoxycarbonylamino)-5-hydroxybenzoate and 12 parts of 4-(1H-indol-3-yl)-1-piperidineethanamine was stirred in an oil bath at about 200° C. and under nitrogen atmosphere. The formed ethanol was distilled off. The whole was cooled and the solid product was crystallized from a mixture of ethanol and acetonitrile. The product was filtered off and dried, yielding 14.5 parts (70%) of 6-hydroxy-3-[2-[4-(1H-indol-3-yl)-1-piperidinyl]ethyl]-2,4(1H,3H)-quinazolinedione... Reactants: BrC=1C(=C(C=C(C=O)C1)OC)O (5-bromovanillin), C([O-])([O-])=O.[K+].[K+] (potassium carbonate), BrCCC (bromopropane), ice water. The solvent is CN(C)C=O (DMF). Conditions: temperature 70 celsius, time 72 hour. Product: BrC=1C=C(C=O)C=C(C1OCCC)OC (3-bromo-5-methoxy-4-propoxybenzaldehyde). Yield: 56.9%. Reaction SMILES: [Br:1][C:2]1[C:3]([OH:12])=[C:4]([O:10][CH3:11])[CH:5]=[C:6]([CH:9]=1)[CH:7]=[O:8].C(=O)([O-])[O-].[K+].[K+].Br[CH2:20][CH2:21][CH3:22]>CN(C=O)C>[Br:1][C:2]1[CH:9]=[C:6]([CH:5]=[C:4]([O:10][CH3:11])[C:3]=1[O:12][CH2:20][CH2:21][CH3:22])[CH:7]=[O:8] |f:1.2.3|. Procedure: 50 g (0.43 mole) of 5-bromovanillin in 130 ml of DMF was added 150 g (1.08 mole) of potassium carbonate and 55 ml (0.606 mole) of bromopropane. The mixture was stirred for 72 hours at 70 ° C. The solution was then poured into 1 liter ice water. The aqueous solution was extracted with 3×200 ml CH2Cl2, the combined organic extracts were dried over MgSO4. The solution was filtered and the filtrate was concentrated to dryness to yield 66.80 g of 3-bromo-5-methoxy-4-propoxybenzaldehyde as a yellow oi... Reactants: C(=O)([O-])[O-].[K+].[K+] (K2CO3), OC1=CC=C(C=C1)NC(C(=C)C)=O (N-(4-hydroxyphenyl)methacrylamide), di-tert-butyl pyrocarbonate (di-tert-butyl dicarbonate). Run in O1CCCC1 (tetrahydrofuran), O1CCCC1 (THF). Yields the product C(C)(C)(C)OC(=O)OC1=CC=C(C=C1)NC(C(=C)C)=O (N-(4-tert-Butoxycarbonyloxyphenyl) methacrylamide). Reaction SMILES: [C:1]([O-:4])([O-:3])=[O:2].[K+].[K+].O[C:8]1[CH:13]=[CH:12][C:11]([NH:14][C:15](=[O:19])[C:16]([CH3:18])=[CH2:17])=[CH:10][CH:9]=1>O1CCCC1>[C:16]([O:2][C:1]([O:4][C:8]1[CH:13]=[CH:12][C:11]([NH:14][C:15](=[O:19])[C:16]([CH3:18])=[CH2:17])=[CH:10][CH:9]=1)=[O:3])([CH3:18])([CH3:17])[CH3:15] |f:0.1.2|. Reported procedure: K2CO3 (30 g) is added to a solution of 20.0 g (0.112 tool) of N-(4-hydroxyphenyl)methacrylamide in tetrahydrofuran (THF). A solution of 27 g (0.124 tool) of di-tert-butyl pyrocarbonate (di-tert-butyl dicarbonate) in THF is then added at room temperature while stirring. The reaction is complete after a few hours. The reaction mixture is poured onto ice and extracted with ethyl acetate, the organic phase is dried and the solvent is distilled off. A white crystalline product is obtained which is re... The reactants are ClCCl, Cl, Cl, Nc1cc(CCCS(=O)(=O)c2ccc(Cl)cc2)ccc1O, O=S(Cl)Cl, O=C(O)c1cccc(C=Cc2nc(-c3ccccc3)cs2)c1, c1ccncc1. The product is O=C(Nc1cc(CCCS(=O)(=O)c2ccc(Cl)cc2)ccc1O)c1cccc(C=Cc2nc(-c3ccccc3)cs2)c1. As a reaction SMILES: [Cl:50][CH2:51][Cl:52].[ClH:27].[ClH:49].[NH2:28][c:29]1[c:30]([OH:48])[cH:31][cH:32][c:33]([CH2:35][CH2:36][CH2:37][S:38](=[O:39])(=[O:40])[c:41]2[cH:42][cH:43][c:44]([Cl:47])[cH:45][cH:46]2)[cH:34]1.[S:1]([Cl:2])([Cl:3])=[O:4].[c:5]1(-[c:11]2[n:12][c:13]([CH:16]=[CH:17][c:18]3[cH:19][c:20]([C:21](=[O:22])[OH:23])[cH:24][cH:25][cH:26]3)[s:14][cH:15]2)[cH:6][cH:7][cH:8][cH:9][cH:10]1.[cH:53]1[cH:54][cH:55][n:56][cH:57][cH:58]1>>[c:5]1(-[c:11]2[n:12][c:13]([CH:16]=[CH:17][c:18]3[cH:19][c:20]([C:21](=[O:23])[NH:28][c:29]4[c:30]([OH:48])[cH:31][cH:32][c:33]([CH2:35][CH2:36][CH2:37][S:38](=[O:39])(=[O:40])[c:41]5[cH:42][cH:43][c:44]([Cl:47])[cH:45][cH:46]5)[cH:34]4)[cH:24][cH:25][cH:26]3)[s:14][cH:15]2)[cH:6][cH:7][cH:8][cH:9][cH:10]1. Reactants: CCO, CCOC(=O)C(C)(C)c1nc2ccc(NCCCN3CCC(OC(c4ccccc4)c4ccccc4)CC3)nn2c1Cl, Cl, Cl, [Na+], [OH-]. Product: CC(C)(C(=O)O)c1nc2ccc(NCCCN3CCC(OC(c4ccccc4)c4ccccc4)CC3)nn2c1Cl. Reaction SMILES: [CH3:47][CH2:48][OH:49].[Cl:3][c:4]1[c:5]([C:37]([C:38](=[O:39])[O:40][CH2:41][CH3:42])([CH3:43])[CH3:44])[n:6][c:7]2[n:8]1[n:9][c:10]([NH:13][CH2:14][CH2:15][CH2:16][N:17]1[CH2:18][CH2:19][CH:20]([O:23][CH:24]([c:25]3[cH:26][cH:27][cH:28][cH:29][cH:30]3)[c:31]3[cH:32][cH:33][cH:34][cH:35][cH:36]3)[CH2:21][CH2:22]1)[cH:11][cH:12]2.[ClH:1].[ClH:2].[Na+:46].[OH-:45]>>[Cl:3][c:4]1[c:5]([C:37]([C:38](=[O:39])[OH:40])([CH3:43])[CH3:44])[n:6][c:7]2[n:8]1[n:9][c:10]([NH:13][CH2:14][CH2:15][CH2:16][N:17]1[CH2:18][CH2:19][CH:20]([O:23][CH:24]([c:25]3[cH:26][cH:27][cH:28][cH:29][cH:30]3)[c:31]3[cH:32][cH:33][cH:34][cH:35][cH:36]3)[CH2:21][CH2:22]1)[cH:11][cH:12]2.